Dataset: the Open Reaction Database (ORD), a public repository of structured organic reaction records. Task: describe an organic reaction: reactants, conditions, products, and yield The reactants are C(C)(C)(C)OC(=O)N1CCC(CC1)NC1=NC(=CC(=N1)C)C (4-(4,6-dimethyl-pyrimidin-2-ylamino)-piperidine-1-carboxylic acid tert-butyl ester), Cl (HCl). Run in C(C)O (ethanol), O1CCOCC1 (dioxane). Yields the product Cl.Cl.CC1=NC(=NC(=C1)C)NC1CCNCC1 ((4,6-Dimethyl-pyrimidin-2-yl)-piperidin-4-yl-amine dihydrochloride). Reaction SMILES: C(OC([N:8]1[CH2:13][CH2:12][CH:11]([NH:14][C:15]2[N:20]=[C:19]([CH3:21])[CH:18]=[C:17]([CH3:22])[N:16]=2)[CH2:10][CH2:9]1)=O)(C)(C)C.[ClH:23]>C(O)C.O1CCOCC1>[ClH:23].[ClH:23].[CH3:21][C:19]1[CH:18]=[C:17]([CH3:22])[N:16]=[C:15]([NH:14][CH:11]2[CH2:12][CH2:13][NH:8][CH2:9][CH2:10]2)[N:20]=1 |f:4.5.6|. Reported procedure: A solution of 4-(4,6-dimethyl-pyrimidin-2-ylamino)-piperidine-1-carboxylic acid tert-butyl ester (1.47 g, 4.80 mmol) in ethanol (20 mL) and 4 M HCl in dioxane (40 mL) was stirred at rt for 2 h. The solvent was removed under reduced pressure and the crude product used in the consecutive step without further purification assuming quantitative deprotection and formation of the dihydrochloride salt. MS (ISP): 207.3 [M+H]+. Starting materials: C(C=C)O (allyl alcohol), [H-].[Na+] (sodium hydride), [H][H] (hydrogen), BrC=1SC(=CN1)C(N(C)C)=O (2-bromo-5-(N,N-dimethylcarbamoyl)thiazole). Run in CN(C=O)C (N,N-di-methylformamide), O (water). Reaction conditions: time 18 hour. Product: C(C=C)OC=1SC(=CN1)C(N(C)C)=O (2-Allyloxy-5-(N,N-dimethylcarbamoyl)thiazole). Reaction SMILES: [H-].[Na+].[CH2:3]([OH:6])[CH:4]=[CH2:5].[H][H].Br[C:10]1[S:11][C:12]([C:15](=[O:19])[N:16]([CH3:18])[CH3:17])=[CH:13][N:14]=1>CN(C)C=O.O>[CH2:3]([O:6][C:10]1[S:11][C:12]([C:15](=[O:19])[N:16]([CH3:18])[CH3:17])=[CH:13][N:14]=1)[CH:4]=[CH2:5] |f:0.1|. Reported procedure: To a stirred suspension of 0.5 g (10 mmol) of sodium hydride in 5 ml of dry N,N-di-methylformamide under N2, there can be added 0.6 g (10 mmol) of sieve-dried allyl alcohol. After hydrogen evolution ceases, the stirred solution can be treated with 2-bromo-5-(N,N-dimethylcarbamoyl)thiazole (2.35 g, 10.0 mmole). The mixture can then be stirred at 40° under N2 for 18 hours, diluted with four volumes of water and extracted with ether. The ether extracts can be washed with water, dried (Na2SO4), filt... Reactants: CCc1ccc(C(=O)c2ccccc2)cc1CC, CCOP(=O)(CC#N)OCC, COC(=O)C=C(c1ccc(OC)c(OC)c1)c1ccc(OC)c(OC)c1, C[Si](C)(C)[N-][Si](C)(C)C, CCCCCC, [Li+]. The product is CCc1ccc(C(=CC#N)c2ccccc2)cc1CC. Reaction SMILES: [CH2:27]([CH3:28])[c:29]1[cH:30][c:31]([C:32](=[O:33])[c:34]2[cH:35][cH:36][cH:37][cH:38][cH:39]2)[cH:40][cH:41][c:42]1[CH2:43][CH3:44].[CH2:45]([O:46][P:47](=[O:48])([O:49][CH2:50][CH3:51])[CH2:53][C:54]#[N:55])[CH3:52].[CH3:1][O:2][c:3]1[cH:4][c:5]([C:6]([c:7]2[cH:8][cH:9][c:10]([O:11][CH3:12])[c:13]([O:14][CH3:15])[cH:16]2)=[CH:17][C:18]([O:19][CH3:20])=[O:21])[cH:22][cH:23][c:24]1[O:25][CH3:26].[CH3:56][Si:57]([CH3:58])([CH3:59])[N-:60][Si:61]([CH3:62])([CH3:63])[CH3:64].[CH3:66][CH2:67][CH2:68][CH2:69][CH2:70][CH3:71].[Li+:65]>>[CH2:27]([CH3:28])[c:29]1[cH:30][c:31]([C:32]([c:34]2[cH:35][cH:36][cH:37][cH:38][cH:39]2)=[CH:53][C:54]#[N:55])[cH:40][cH:41][c:42]1[CH2:43][CH3:44]. The reactants are FC1=CC=CC=2N(C(CCN(C21)C(NCC2=C(C=C(C=C2)C(=O)N2C1=C(CCCC2)C=CC=C1)C)=O)=O)CC(=O)O ({6-Fluoro-5-[2-methyl-4-(2,3,4,5-tetrahydrobenzo[b]azepine-1-carbonyl)-benzylcarbamoyl]-2-oxo-2,3,4,5-tetrahydrobenzo[b][1,4]diazepin-1-yl]-acetic Acid), CN1CCOCC1 (N-methylmorpholine), [BH4-].[Na+] (sodium borohydride), [Cl-].[NH4+] (ammonium chloride). Solvent: C1CCOC1 (THF), O (water). Run at time 1 hour. Product: CC1=C(CNC(=O)N2C3=C(N(C(CC2)=O)CCO)C=CC=C3F)C=CC(=C1)C(=O)N1C3=C(CCCC1)C=CC=C3 (9-Fluoro-5-(2-hydroxyethyl)-4-oxo-2,3,4,5-tetrahydrobenzo[b][1,4]diazepine-1-carboxylic Acid 2-methyl-4-(2,3,4,5-tetrahydrobenzo[b]azepine-1-carbonyl)benzylamide). Reaction SMILES: [F:1][C:2]1[C:12]2[N:11]([C:13](=[O:36])[NH:14][CH2:15][C:16]3[CH:21]=[CH:20][C:19]([C:22]([N:24]4[CH2:30][CH2:29][CH2:28][CH2:27][C:26]5[CH:31]=[CH:32][CH:33]=[CH:34][C:25]4=5)=[O:23])=[CH:18][C:17]=3[CH3:35])[CH2:10][CH2:9][C:8](=[O:37])[N:7]([CH2:38][C:39](O)=[O:40])[C:6]=2[CH:5]=[CH:4][CH:3]=1.CN1CCOCC1.[BH4-].[Na+].[Cl-].[NH4+]>C1COCC1.O>[CH3:35][C:17]1[CH:18]=[C:19]([C:22]([N:24]2[CH2:30][CH2:29][CH2:28][CH2:27][C:26]3[CH:31]=[CH:32][CH:33]=[CH:34][C:25]2=3)=[O:23])[CH:20]=[CH:21][C:16]=1[CH2:15][NH:14][C:13]([N:11]1[CH2:10][CH2:9][C:8](=[O:37])[N:7]([CH2:38][CH2:39][OH:40])[C:6]2[CH:5]=[CH:4][CH:3]=[C:2]([F:1])[C:12]1=2)=[O:36] |f:2.3,4.5|. Procedure details: To a solution of {6-fluoro-5-[2-methyl-4-(2,3,4,5-tetrahydrobenzo[b]azepine-1-carbonyl)benzylcarbamoyl]-2-oxo-2,3,4,5-tetrahydrobenzo[b][1,4]diazepin-1-yl}acetic acid from Example 2 (170 mg, 0.30 mmol) in THF (6 ml) were added N-methylmorpholine (47 μl, 0.43 mmol) and isobutyl chlroroformate (57 μl, 0.43 mmol) while cooling in an ice/water bath. The mixture was stirred for 1 h, filtered and added to a solution of sodium borohydride (27 mg, 0.70 mmol) in water (1.5 ml) while cooling in an ice/wat... Reactants: C(C)(C)(C)OC(=O)N1CC2=C(C=CC=C2CC1)C#N (2-t-butyloxycarbonyl-8-cyano-1,2,3,4-tetrahydroisoquinoline), FC(C(=O)O)(F)F (trifluoroacetic acid). RXN SMILES: C(OC([N:8]1[CH2:17][CH2:16][C:15]2[C:10](=[C:11]([C:18]#[N:19])[CH:12]=[CH:13][CH:14]=2)[CH2:9]1)=O)(C)(C)C.FC(F)(F)C(O)=O>ClCCl>[C:18]([C:11]1[CH:12]=[CH:13][CH:14]=[C:15]2[C:10]=1[CH2:9][NH:8][CH2:17][CH2:16]2)#[N:19]. Solvent: ClCCl (dichloromethane). Reported procedure: A mixture of 2-t-butyloxycarbonyl-8-cyano-1,2,3,4-tetrahydroisoquinoline (1.4 g, 5.4 mmol) and trifluoroacetic acid (2 ml) in dichloromethane (20m1) was stirred at 40° C. for 16 h. Mixture was evaporated in vacuo and the resulting residue partitioned between dichloromethane and saturated potassium carbonate solution. The aqueous layer was extracted with more dichloromethane (2×100 ml). The combined organic extracts were dried (Na2SO4) and evaporated in vacuo to afford the desired product as an a... Yields the product C(#N)C=1C=CC=C2CCNCC12 (8-Cyano-1,2,3,4-tetrahydroisoquinoline). The yield is 105.4%. Run at temperature 40 celsius, time 16 hour.